This data is from the Open Reaction Database (ORD), a public repository of structured organic reaction records. The task is: describe an organic reaction: reactants, conditions, products, and yield The reactants are CC1CNCC(C)N1, O=C(Nc1ccc(Cl)c(NC(=O)c2ccc(F)cc2)c1)c1ccc(Cl)nc1. Product: CC1CN(c2ccc(C(=O)Nc3ccc(Cl)c(NC(=O)c4ccc(F)cc4)c3)cn2)CC(C)N1. As a reaction SMILES: [CH3:28][CH:29]1[NH:30][CH:31]([CH3:35])[CH2:32][NH:33][CH2:34]1.[Cl:1][c:2]1[n:3][cH:4][c:5]([C:6](=[O:7])[NH:8][c:9]2[cH:10][c:11]([NH:16][C:17]([c:18]3[cH:19][cH:20][c:21]([F:24])[cH:22][cH:23]3)=[O:25])[c:12]([Cl:15])[cH:13][cH:14]2)[cH:26][cH:27]1>>[c:2]1([N:33]2[CH2:32][CH:31]([CH3:35])[NH:30][CH:29]([CH3:28])[CH2:34]2)[n:3][cH:4][c:5]([C:6](=[O:7])[NH:8][c:9]2[cH:10][c:11]([NH:16][C:17]([c:18]3[cH:19][cH:20][c:21]([F:24])[cH:22][cH:23]3)=[O:25])[c:12]([Cl:15])[cH:13][cH:14]2)[cH:26][cH:27]1. The solvent is C(Cl)Cl (methylene chloride). Reactants: CC12C(CC(CC1)C2(C)C)(O)CC(=C)C ((1RS,2SR,4RS)-1,7,7-trimethyl-2-(2-methyl-2-propenyl)bicyclo[2.2.1]heptan-2-ol), C([O-])(O)=O.[Na+] (sodium bicarbonate), ClC1=CC(=CC=C1)C(=O)OO (m-chloroperbenzoic acid). RXN SMILES: ClC1C=CC=C(C(OO)=[O:9])C=1.[CH3:12][C:13]12[C:19]([CH3:21])([CH3:20])[CH:16]([CH2:17][CH2:18]1)[CH2:15][C:14]2([CH2:23][C:24]([CH3:26])=[CH2:25])[OH:22].C(=O)(O)[O-].[Na+]>C(Cl)Cl>[CH3:12][C:13]12[C:19]([CH3:20])([CH3:21])[CH:16]([CH2:17][CH2:18]1)[CH2:15][C:14]2([CH2:23][C:24]1([CH3:26])[CH2:25][O:9]1)[OH:22] |f:2.3|. Yields the product CC12C(CC(CC1)C2(C)C)(O)CC2(OC2)C ((1RS,2SR,4RS)-1,7,7-Trimethyl-2-(2-methyl-oxiranylmethyl)bicyclo[2.2.1]-heptan-2-ol). Procedure: 38.0 g (0.22 mol) of m-chloroperbenzoic acid was added portionwise to a stirred and cooled (ice bath) suspension of 28.7 g (0.14 mol) of (1RS,2SR,4RS)-1,7,7-trimethyl-2-(2-methyl-2-propenyl)bicyclo[2.2.1]heptan-2-ol and 23.1 g (0.27 mol) of sodium bicarbonate in 500 ml of methylene chloride. The temperature was maintained below 20° C. The reaction mixture was stirred at room temperature for an additional 5 hours, filtered and washed with 300 ml of saturated aqueous sodium bicarbonate solution an... The reactants are ClC=1C=NC=C(C1SC1=C(C=C(S1)C(=O)O)[N+](=O)[O-])Cl (5-[(3,5-dichloro-4-pyridyl)sulfanyl]-4-nitro-thiophene-2-carboxylic acid), CNC (dimethylamine). The product is ClC=1C=NC=C(C1SC1=C(C=C(S1)C(=O)N(C)C)[N+](=O)[O-])Cl (5-[(3,5-dichloro-4-pyridyl)sulfanyl]-N,N-dimethyl-4-nitro-thiophene-2-carboxamide), solid. The yield is 16.0%. RXN SMILES: [Cl:1][C:2]1[CH:3]=[N:4][CH:5]=[C:6]([Cl:20])[C:7]=1[S:8][C:9]1[S:13][C:12]([C:14]([OH:16])=O)=[CH:11][C:10]=1[N+:17]([O-:19])=[O:18].[CH3:21][NH:22][CH3:23]>>[Cl:20][C:6]1[CH:5]=[N:4][CH:3]=[C:2]([Cl:1])[C:7]=1[S:8][C:9]1[S:13][C:12]([C:14]([N:22]([CH3:23])[CH3:21])=[O:16])=[CH:11][C:10]=1[N+:17]([O-:19])=[O:18]. Procedure details: Prepared according to the procedure described for example 44 from 5-[(3,5-dichloro-4-pyridyl)sulfanyl]-4-nitro-thiophene-2-carboxylic acid (35 mg, 0.1 mmol) and dimethylamine (4.5 mg, 0.12 mmol). The title compound was obtained as a solid (5.8 mg, 16.0% yield). MS m/z: 378.90, 380.80 [M+H]+.